This data is from the Open Reaction Database (ORD), a public repository of structured organic reaction records. The task is: describe an organic reaction: reactants, conditions, products, and yield Starting materials: C(C(=O)Cl)(=O)Cl (oxalyl chloride), COC1=CC=C(C=C1)S(=O)(=O)[C@H]([C@H](C(=O)O)CSC1=CC=CC=C1)CCCCC1=CC=CC=C1 ((±)-(2R*,3S*)-3-(4-Methoxybenzenesulfonyl)-7-phenyl-2-(phenylsulfanylmethyl)heptanoic acid), C[Si](ON)(C)C (O-(trimethylsilyl)hydroxylamine). Run in C(Cl)Cl (CH2Cl2), C(Cl)Cl (CH2Cl2). Run at temperature 0 celsius, time 1 hour. Product: ONC([C@@H]([C@H](CCCCC1=CC=CC=C1)S(=O)(=O)C1=CC=C(C=C1)OC)CSC1=CC=CC=C1)=O ((±)-(2R*,3S*)-3-(4-methoxybenzenesulfonyl)-7-phenyl-2-(phenylsulfanylmethyl)heptanoic acid hydroxyamide). The yield is 85.8%. As a reaction SMILES: [CH3:1][O:2][C:3]1[CH:8]=[CH:7][C:6]([S:9]([C@@H:12]([CH2:25][CH2:26][CH2:27][CH2:28][C:29]2[CH:34]=[CH:33][CH:32]=[CH:31][CH:30]=2)[C@@H:13]([CH2:17][S:18][C:19]2[CH:24]=[CH:23][CH:22]=[CH:21][CH:20]=2)[C:14](O)=[O:15])(=[O:11])=[O:10])=[CH:5][CH:4]=1.C(Cl)(=O)C(Cl)=O.C[Si](C)(C)[O:43][NH2:44]>C(Cl)Cl>[OH:43][NH:44][C:14](=[O:15])[C@H:13]([CH2:17][S:18][C:19]1[CH:24]=[CH:23][CH:22]=[CH:21][CH:20]=1)[C@@H:12]([S:9]([C:6]1[CH:7]=[CH:8][C:3]([O:2][CH3:1])=[CH:4][CH:5]=1)(=[O:11])=[O:10])[CH2:25][CH2:26][CH2:27][CH2:28][C:29]1[CH:34]=[CH:33][CH:32]=[CH:31][CH:30]=1. Reported procedure: (±)-(2R*,3S*)-3-(4-Methoxybenzenesulfonyl)-7-phenyl-2-(phenylsulfanylmethyl)heptanoic acid (0.42 g, 0.84 mmol) is dissolved in CH2Cl2 (3 mL) and cooled to 0° C. A solution of oxalyl chloride in CH2Cl2 (1.5 mL, 3 mmol) is added dropwise, the bath removed and the reaction allowed to warm and stir at 23° C. for 1 hour. The reaction is then concentrated in vacuo and azeotroped with CHCl3. The resulting oil is dissolved in CH2Cl2 (2 mL), cooled to 0° C. and O-(trimethylsilyl)hydroxylamine (0.3 mL, 2.... The reactants are C(C1=CC=CC=C1)=O (benzaldehyde), COC1=CC=C(C=C1)[C@H](C)N ((S)-1-(4-methoxyphenyl) ethylamine). Solvent: ClCCl (dichloromethane). Reaction conditions: temperature 20 celsius, time 16 hour. Product: C(C1=CC=CC=C1)=N[C@@H](C)C1=CC=C(C=C1)OC ((S)-N-benzylidene-[1-(4-methoxyphenyl)-ethylamine]). The yield is 106.1%. RXN SMILES: [CH:1](=O)[C:2]1[CH:7]=[CH:6][CH:5]=[CH:4][CH:3]=1.[CH3:9][O:10][C:11]1[CH:16]=[CH:15][C:14]([C@@H:17]([NH2:19])[CH3:18])=[CH:13][CH:12]=1>ClCCl>[CH:1](=[N:19][C@H:17]([C:14]1[CH:15]=[CH:16][C:11]([O:10][CH3:9])=[CH:12][CH:13]=1)[CH3:18])[C:2]1[CH:7]=[CH:6][CH:5]=[CH:4][CH:3]=1. Procedure: To a solution of 5.6 g of benzaldehyde in 25 cm3 of dichloromethane are added, with stirring and at a temperature in the region of 20° C., 8.5 g of (S)-1-(4-methoxyphenyl) ethylamine and 5 g of 4 Å molecular sieves. The reaction mixture is stirred for 16 hours at a temperature in the region of 20° C. and then filtered through a sinter funnel containing Celite. The sinter funnel is washed 3 times with 20 cm3 of dichloromethane and the filtrates are combined and then concentrated to dryness under ...